From a dataset of the Open Reaction Database (ORD), a public repository of structured organic reaction records. describe an organic reaction: reactants, conditions, products, and yield Starting materials: BrC=1C=C2C=3N(C(C(NC3C1)=O)=O)C(CC2)CC(NC2=C(C=CC=C2)N)=O (9-Bromo-5-(o-aminophenylcarbamoylmethyl)-6,7-dihydro-1H, 5H-pyrido[1,2,3-de]quinoxaline-2,3-dione), Cl (hydrochloric acid). Run in C(C)#N (acetonitrile). Run at temperature 50 celsius. Yields the product Cl.BrC=1C=C2C=3N(C(C(NC3C1)=O)=O)C(CC2)CC=2NC1=C(N2)C=CC=C1 (9-Bromo-5-(2-benzimidazolylmethyl)-6,7-dihydro-1H, 5H-pyrido[1,2,3-de]quinoxaline-2,3-dione hydrochloride). Yield: 73.0%. Reaction SMILES: [Br:1][C:2]1[CH:3]=[C:4]2[CH2:16][CH2:15][CH:14]([CH2:17][C:18](=O)[NH:19][C:20]3[CH:25]=[CH:24][CH:23]=[CH:22][C:21]=3[NH2:26])[N:6]3[C:7](=[O:13])[C:8](=[O:12])[NH:9][C:10]([CH:11]=1)=[C:5]23.[ClH:28]>C(#N)C>[ClH:28].[Br:1][C:2]1[CH:3]=[C:4]2[CH2:16][CH2:15][CH:14]([CH2:17][C:18]3[NH:26][C:21]4[CH:22]=[CH:23][CH:24]=[CH:25][C:20]=4[N:19]=3)[N:6]3[C:7](=[O:13])[C:8](=[O:12])[NH:9][C:10]([CH:11]=1)=[C:5]23 |f:3.4|. Reported procedure: A solution of 9-bromo-5-(o-aminophenylcarbamoylmethyl)-6,7-dihydro-1H, 5H-pyrido[1,2,3-de]quinoxaline-2,3-dione (Example 99) (250 mg, 0.5 mmol) in a mixture of acetonitrile (10 mL) and concentrated hydrochloric acid (2 mL) was heated at 50° C. for 5 h and concentrated. The residue was washed with distilled water and diethyl ether and dried in vacuo to give 150 mg of the title compound (73%): mp>270° C.; 1H NMR (270 MHz, DMSO-d6) δ12.15 (s, 1H), 7.80 (dd, 2H, J=6.3, 3 Hz), 7.54 (dd, 2H, J=6.3, 3 ... Reactants: FC(C(=O)O)(F)F.NCCCNC(=O)C1=NC(=C2N=CN(C2=N1)[C@H]1[C@@H]([C@@H]([C@H](C1)N1N=CC(=C1)CO)O)O)NCC(C1=CC=CC=C1)C1=CC=CC=C1 (9-[(1R,2S,3R,4S)-2,3-dihydroxy-4-(4-hydroxymethyl-pyrazol-1-yl)-cyclopentyl]-6-(2,2-diphenyl-ethylamino)-9H-purine-2-carboxylic acid (3-amino-propyl)-amide trifluoroacetate), FC(C(=O)O)(F)F.C(C)NC(NCCCNC(=O)C1=NC(=C2N=CN(C2=N1)[C@H]1[C@@H]([C@@H]([C@H](C1)N1N=CC(=C1)CO)O)O)NCC(C1=CC=CC=C1)C1=CC=CC=C1)=O (9-[(1R,2S,3R,4S)-2,3-dihydroxy-4-(4-hydroxymethyl-pyrazol-1-yl)-cyclopentyl]-6-(2,2-diphenyl-ethylamino)-9H-purine-2-carboxylic acid [3-(3-ethyl-ureido)-propyl]-amide trifluoroacetate), Cl.CC(C(=O)Cl)(N)C (dimethyl-amino-acetyl chloride hydrochloride). The product is FC(C(=O)O)(F)F.CN(CC(=O)NCCCNC(=O)C1=NC(=C2N=CN(C2=N1)[C@H]1[C@@H]([C@@H]([C@H](C1)N1N=CC(=C1)CO)O)O)NCC(C1=CC=CC=C1)C1=CC=CC=C1)C (9-[(1R,2S,3R,4S)-2,3-Dihydroxy-4-(4-hydroxymethyl-pyrazol-1-yl)-cyclopentyl]-6-(2,2-diphenyl-ethylamino)-9H-purine-2-carboxylic acid [3-(2-dimethylamino-acetylamino)-propyl]-amide Trifluoroacetate). RXN SMILES: [F:1][C:2]([F:7])([F:6])[C:3]([OH:5])=[O:4].[NH2:8][CH2:9][CH2:10][CH2:11][NH:12][C:13]([C:15]1[N:23]=[C:22]2[C:18]([N:19]=[CH:20][N:21]2[C@@H:24]2[CH2:28][C@H:27]([N:29]3[CH:33]=[C:32]([CH2:34][OH:35])[CH:31]=[N:30]3)[C@@H:26]([OH:36])[C@H:25]2[OH:37])=[C:17]([NH:38][CH2:39][CH:40]([C:47]2[CH:52]=[CH:51][CH:50]=[CH:49][CH:48]=2)[C:41]2[CH:46]=[CH:45][CH:44]=[CH:43][CH:42]=2)[N:16]=1)=[O:14].FC(F)(F)C(O)=O.C(NC(=O)NCCCNC(C1N=[C:78]2C(N=[CH:76][N:77]2[C@@H:80]2C[C@H](N3C=C(CO)C=N3)[C@@H](O)[C@H:81]2[OH:93])=C(NCC(C2C=CC=CC=2)C2C=CC=CC=2)N=1)=O)C.Cl.CC(C)(N)C(Cl)=O>>[F:1][C:2]([F:7])([F:6])[C:3]([OH:5])=[O:4].[CH3:76][N:77]([CH3:78])[CH2:80][C:81]([NH:8][CH2:9][CH2:10][CH2:11][NH:12][C:13]([C:15]1[N:23]=[C:22]2[C:18]([N:19]=[CH:20][N:21]2[C@@H:24]2[CH2:28][C@H:27]([N:29]3[CH:33]=[C:32]([CH2:34][OH:35])[CH:31]=[N:30]3)[C@@H:26]([OH:36])[C@H:25]2[OH:37])=[C:17]([NH:38][CH2:39][CH:40]([C:47]2[CH:52]=[CH:51][CH:50]=[CH:49][CH:48]=2)[C:41]2[CH:46]=[CH:45][CH:44]=[CH:43][CH:42]=2)[N:16]=1)=[O:14])=[O:93] |f:0.1,2.3,4.5,6.7|. Procedure details: This compound is prepared from 9-[(1R,2S,3R,4S)-2,3-dihydroxy-4-(4-hydroxymethyl-pyrazol-1-yl)-cyclopentyl]-6-(2,2-diphenyl-ethylamino)-9H-purine-2-carboxylic acid (3-amino-propyl)-amide trifluoroacetate (Example 63) using a procedure analogous to that of 9-[(1R,2S,3R,4S)-2,3-dihydroxy-4-(4-hydroxymethyl-pyrazol-1-yl)-cyclopentyl]-6-(2,2-diphenyl-ethylamino)-9H-purine-2-carboxylic acid [3-(3-ethyl-ureido)-propyl]-amide trifluoroacetate (Example 87) replacing ethyl isocyanate with dimethyl-amino-... The reactants are [BH4-], CO, O=C1CCCc2ccc([N+](=O)[O-])cc21, [Na+]. The product is O=[N+]([O-])c1ccc2c(c1)C(O)CCC2. RXN SMILES: [BH4-:15].[CH3:17][OH:18].[N+:1](=[O:2])([O-:3])[c:4]1[cH:5][cH:6][c:7]2[c:12]([cH:13]1)[C:11](=[O:14])[CH2:10][CH2:9][CH2:8]2.[Na+:16]>>[N+:1](=[O:2])([O-:3])[c:4]1[cH:5][cH:6][c:7]2[c:12]([cH:13]1)[CH:11]([OH:14])[CH2:10][CH2:9][CH2:8]2. The reactants are FC1=CC=C(C=C1)C1=C(C=NN1C)C=O (5-(4-fluorophenyl)-1-methyl-1H-pyrazole-4-carbaldehyde), [H-].[Na+] (sodium hydride), C(C)OP(=O)(OCC)CC(=O)OCC (ethyl diethylphosphonoacetate), CN(C=O)C (N,N-dimethylformamide). Solvent: O (water). Reaction conditions: time 1 hour. Yields the product FC1=CC=C(C=C1)C1=C(C=NN1C)/C=C/C(=O)O ((2E)-3-[5-(4-fluorophenyl)-1-methyl-1H-pyrazol-4-yl]acrylic acid). Isolated yield 83.9%. As a reaction SMILES: [F:1][C:2]1[CH:7]=[CH:6][C:5]([C:8]2[N:12]([CH3:13])[N:11]=[CH:10][C:9]=2[CH:14]=O)=[CH:4][CH:3]=1.[H-].[Na+].C(OP([CH2:26][C:27]([O:29]CC)=[O:28])(OCC)=O)C.CN(C)C=O>O>[F:1][C:2]1[CH:3]=[CH:4][C:5]([C:8]2[N:12]([CH3:13])[N:11]=[CH:10][C:9]=2/[CH:14]=[CH:26]/[C:27]([OH:29])=[O:28])=[CH:6][CH:7]=1 |f:1.2|. Reported procedure: A mixture of 5-(4-fluorophenyl)-1-methyl-1H-pyrazole-4-carbaldehyde (350 mg), sodium hydride (60% in oil, 120 mg), ethyl diethylphosphonoacetate (673 mg) and N,N-dimethylformamide (10 ml) was stirred at room temperature for 1 hr. The reaction mixture was poured into water, and the precipitated solids were collected by filtration. After drying with airflow, the solids were dissolved in a mixed solvent of tetrahydrofuran (10 ml) and ethanol (10 ml). A 1N aqueous sodium hydroxide solution (5 ml) wa... Starting materials: O(C1=CC=CC=C1)C1=CC=C(C=C1)C1=CC=CN2C1=NS(CC2)(=O)=O (9-(4-phenoxyphenyl)-3,4-dihydropyrido[2,1-c][1,2,4]thiadiazine 2,2-dioxide). The reagents and catalysts are [C].[Rh] (rhodium-carbon), [Pt](=O)=O (platinum dioxide). Run in C1CCOC1 (THF), C(C)O (ethanol). Run at time 8 hour. The product is O(C1=CC=CC=C1)C1=CC=C(C=C1)C1CCCN2C1=NS(CC2)(=O)=O (9-(4-phenoxyphenyl)-3,4,6,7,8,9-hexahydropyrido[2,1-c][1,2,4]thiadiazine 2,2-dioxide). The yield is 87.4%. Reaction SMILES: [O:1]([C:8]1[CH:13]=[CH:12][C:11]([C:14]2[C:19]3=[N:20][S:21](=[O:25])(=[O:24])[CH2:22][CH2:23][N:18]3[CH:17]=[CH:16][CH:15]=2)=[CH:10][CH:9]=1)[C:2]1[CH:7]=[CH:6][CH:5]=[CH:4][CH:3]=1>C1COCC1.C(O)C.[C].[Rh].[Pt](=O)=O>[O:1]([C:8]1[CH:9]=[CH:10][C:11]([CH:14]2[C:19]3=[N:20][S:21](=[O:25])(=[O:24])[CH2:22][CH2:23][N:18]3[CH2:17][CH2:16][CH2:15]2)=[CH:12][CH:13]=1)[C:2]1[CH:7]=[CH:6][CH:5]=[CH:4][CH:3]=1 |f:3.4|. Reported procedure: A mixture of 9-(4-phenoxyphenyl)-3,4-dihydropyrido[2,1-c][1,2,4]thiadiazine 2,2-dioxide (173 mg) and 5% rhodium-carbon (50% wet, 17 mg) in THF (50 mL) and ethanol (20 mL) was stirred under a hydrogen atmosphere at room temperature overnight. To the reaction mixture was added platinum dioxide (17 mg), and the mixture was stirred under a hydrogen atmosphere at room temperature for 7 hr. The reaction mixture was filtered through celite, and the filtrate was concentrated under reduced pressure. The ... Starting materials: N#Cc1cccc2c(Br)nccc12, CCOC(=O)CCC[Zn]Br, C1CCOC1, c1ccc(P(c2ccccc2)(c2ccccc2)[Pd](P(c2ccccc2)(c2ccccc2)c2ccccc2)(P(c2ccccc2)(c2ccccc2)c2ccccc2)P(c2ccccc2)(c2ccccc2)c2ccccc2)cc1. Yields the product CCOC(=O)CCCc1nccc2c(C#N)cccc12. As a reaction SMILES: [Br:11][c:12]1[n:13][cH:14][cH:15][c:16]2[c:17]([C:22]#[N:23])[cH:18][cH:19][cH:20][c:21]12.[Br:1][Zn:2][CH2:3][CH2:4][CH2:5][C:6](=[O:7])[O:8][CH2:9][CH3:10].[CH2:24]1[O:25][CH2:26][CH2:27][CH2:28]1.[cH:29]1[cH:30][cH:31][c:32]([P:33]([Pd:34]([P:35]([c:36]2[cH:37][cH:38][cH:39][cH:40][cH:41]2)([c:42]2[cH:43][cH:44][cH:45][cH:46][cH:47]2)[c:48]2[cH:49][cH:50][cH:51][cH:52][cH:53]2)([P:54]([c:55]2[cH:56][cH:57][cH:58][cH:59][cH:60]2)([c:61]2[cH:62][cH:63][cH:64][cH:65][cH:66]2)[c:67]2[cH:68][cH:69][cH:70][cH:71][cH:72]2)[P:73]([c:74]2[cH:75][cH:76][cH:77][cH:78][cH:79]2)([c:80]2[cH:81][cH:82][cH:83][cH:84][cH:85]2)[c:86]2[cH:87][cH:88][cH:89][cH:90][cH:91]2)([c:92]2[cH:93][cH:94][cH:95][cH:96][cH:97]2)[c:98]2[cH:99][cH:100][cH:101][cH:102][cH:103]2)[cH:104][cH:105]1>>[CH2:3]([CH2:4][CH2:5][C:6](=[O:7])[O:8][CH2:9][CH3:10])[c:12]1[n:13][cH:14][cH:15][c:16]2[c:17]([C:22]#[N:23])[cH:18][cH:19][cH:20][c:21]12. Reactants: CCOC(=O)CC1CCc2cc(SCc3ccc(-c4ccc(C(F)(F)F)cn4)cc3)ccc2O1, OCc1ccc(-c2ccc(C(F)(F)F)cn2)cc1. The product is O=C(O)CC1CCc2cc(SCc3ccc(-c4ccc(C(F)(F)F)cn4)cc3)ccc2O1. RXN SMILES: [CH2:19]([CH3:20])[O:21][C:22]([CH2:23][CH:24]1[O:25][c:26]2[cH:27][cH:28][c:29]([S:34][CH2:35][c:36]3[cH:37][cH:38][c:39](-[c:42]4[n:43][cH:44][c:45]([C:48]([F:49])([F:50])[F:51])[cH:46][cH:47]4)[cH:40][cH:41]3)[cH:30][c:31]2[CH2:32][CH2:33]1)=[O:52].[F:1][C:2]([F:3])([F:4])[c:5]1[cH:6][cH:7][c:8](-[c:9]2[cH:10][cH:11][c:12]([CH2:13][OH:14])[cH:15][cH:16]2)[n:17][cH:18]1>>[O:21]=[C:22]([CH2:23][CH:24]1[O:25][c:26]2[cH:27][cH:28][c:29]([S:34][CH2:35][c:36]3[cH:37][cH:38][c:39](-[c:42]4[n:43][cH:44][c:45]([C:48]([F:49])([F:50])[F:51])[cH:46][cH:47]4)[cH:40][cH:41]3)[cH:30][c:31]2[CH2:32][CH2:33]1)[OH:52]. The reactants are CC(C)(C)OC(=O)Nc1ccncc1CCO, ClCCl, O=C(O)C(F)(F)F. Yields the product Nc1ccncc1CCO. As a reaction SMILES: [C:1]([O:2][C:3](=[O:4])[NH:7][c:8]1[c:9]([CH2:14][CH2:15][OH:16])[cH:10][n:11][cH:12][cH:13]1)([CH3:5])([CH3:6])[CH3:17].[Cl:25][CH2:26][Cl:27].[F:18][C:19]([F:20])([F:21])[C:22]([OH:23])=[O:24]>>[NH2:7][c:8]1[c:9]([CH2:14][CH2:15][OH:16])[cH:10][n:11][cH:12][cH:13]1. The reactants are Clc1ccc2[nH]c3ccccc3c2c1OCC1CO1, NCC1CCN(CCC(F)(F)F)CC1. The product is OC(CNCC1CCN(CCC(F)(F)F)CC1)COc1c(Cl)ccc2[nH]c3ccccc3c12. Reaction SMILES: [Cl:1][c:2]1[cH:3][cH:4][c:5]2[nH:6][c:7]3[cH:8][cH:9][cH:10][cH:11][c:12]3[c:13]2[c:14]1[O:15][CH2:16][CH:17]1[O:18][CH2:19]1.[NH2:20][CH2:21][CH:22]1[CH2:23][CH2:24][N:25]([CH2:28][CH2:29][C:30]([F:31])([F:32])[F:33])[CH2:26][CH2:27]1>>[Cl:1][c:2]1[cH:3][cH:4][c:5]2[nH:6][c:7]3[cH:8][cH:9][cH:10][cH:11][c:12]3[c:13]2[c:14]1[O:15][CH2:16][CH:17]([OH:18])[CH2:19][NH:20][CH2:21][CH:22]1[CH2:23][CH2:24][N:25]([CH2:28][CH2:29][C:30]([F:31])([F:32])[F:33])[CH2:26][CH2:27]1. The reactants are Nc1ccc(C(F)(F)F)c(Cl)c1, O=N[O-], [Na+], O, O=S(=O)(O)O. The product is Oc1ccc(C(F)(F)F)c(Cl)c1. As a reaction SMILES: [Cl:6][c:7]1[cH:8][c:9]([NH2:10])[cH:11][cH:12][c:13]1[C:14]([F:15])([F:16])[F:17].[N:18](=[O:19])[O-:20].[Na+:21].[OH2:22].[S:1](=[O:2])(=[O:3])([OH:4])[OH:5]>>[Cl:6][c:7]1[cH:8][c:9]([OH:19])[cH:11][cH:12][c:13]1[C:14]([F:15])([F:16])[F:17].